From a dataset of the Open Reaction Database (ORD), a public repository of structured organic reaction records. describe an organic reaction: reactants, conditions, products, and yield As a reaction SMILES: [CH3:12][C:13]([CH2:14][OH:15])([CH2:16][OH:17])[CH3:18].[CH3:1][C:2]1([CH3:11])[C:3](=[O:10])[CH:4]([CH3:9])[CH2:5][C:6](=[O:8])[CH2:7]1.[OH2:25].[cH:19]1[cH:20][cH:21][cH:22][cH:23][cH:24]1>>[CH3:1][C:2]1([CH3:11])[C:3](=[O:10])[CH:4]([CH3:9])[CH2:5][C:6]2([CH2:7]1)[O:8][CH2:16][C:13]([CH3:12])([CH3:18])[CH2:14][O:15]2. The product is CC1CC2(CC(C)(C)C1=O)OCC(C)(C)CO2. The reactants are CC(C)(CO)CO, CC1CC(=O)CC(C)(C)C1=O, O, c1ccccc1. The reactants are [Al+3], Cl, [H-], [H-], [H-], [H-], [Li+], C1CCOC1, CC(C)(C)OC(=O)NC1Cc2ccccc2C1Oc1cccc(-c2ccccc2)c1. Yields the product Cl, CNC1Cc2ccccc2C1Oc1cccc(-c2ccccc2)c1. Reaction SMILES: [Al+3:2].[ClH:37].[H-:1].[H-:4].[H-:5].[H-:6].[Li+:3].[O:38]1[CH2:39][CH2:40][CH2:41][CH2:42]1.[c:7]1(-[c:13]2[cH:14][c:15]([O:16][CH:17]3[CH:18]([NH:26][C:27]([O:28][C:29]([CH3:30])([CH3:31])[CH3:32])=[O:33])[CH2:19][c:20]4[cH:21][cH:22][cH:23][cH:24][c:25]43)[cH:34][cH:35][cH:36]2)[cH:8][cH:9][cH:10][cH:11][cH:12]1>>[ClH:37].[c:7]1(-[c:13]2[cH:14][c:15]([O:16][CH:17]3[CH:18]([NH:26][CH3:27])[CH2:19][c:20]4[cH:21][cH:22][cH:23][cH:24][c:25]43)[cH:34][cH:35][cH:36]2)[cH:8][cH:9][cH:10][cH:11][cH:12]1. Starting materials: COC(=O)c1ccc(CBr)c(OC)c1, CN(C)C=O, [I-], [K+], O=C(OCc1ccccc1)c1ccc2[nH]ccc2c1. Product: COC(=O)c1ccc(CI)c(OC)c1. RXN SMILES: [Br:20][CH2:21][c:22]1[c:23]([O:32][CH3:33])[cH:24][c:25]([C:26](=[O:27])[O:28][CH3:29])[cH:30][cH:31]1.[CH3:36][N:37]([CH3:38])[CH:39]=[O:40].[I-:35].[K+:34].[nH:1]1[c:2]2[c:3]([cH:4][c:5]([C:6]([O:7][CH2:8][c:9]3[cH:10][cH:11][cH:12][cH:13][cH:14]3)=[O:15])[cH:16][cH:17]2)[cH:18][cH:19]1>>[CH2:21]([c:22]1[c:23]([O:32][CH3:33])[cH:24][c:25]([C:26](=[O:27])[O:28][CH3:29])[cH:30][cH:31]1)[I:35]. The reactants are FC(C(=O)O)(C1=CC=C(C=C1)F)F (2,2-difluoro-2-(4-fluorophenyl)acetic acid), C(C(=O)Cl)(=O)Cl (oxalyl chloride), CN(C)C=O (DMF). Run in C(Cl)Cl (DCM). Reaction conditions: time 3 hour. Yields the product FC(C(=O)Cl)(C1=CC=C(C=C1)F)F (2,2-difluoro-2-(4-fluorophenyl)acetyl chloride). As a reaction SMILES: [F:1][C:2]([F:13])([C:6]1[CH:11]=[CH:10][C:9]([F:12])=[CH:8][CH:7]=1)[C:3](O)=[O:4].C(Cl)(=O)C([Cl:17])=O.CN(C=O)C>C(Cl)Cl>[F:1][C:2]([F:13])([C:6]1[CH:11]=[CH:10][C:9]([F:12])=[CH:8][CH:7]=1)[C:3]([Cl:17])=[O:4]. Procedure: To a solution of 2,2-difluoro-2-(4-fluorophenyl)acetic acid (1.33 g, 7.0 mmol) in DCM (50 mL) was added oxalyl chloride (0.640 mL, 7.5 mmol) and a catalytic amount of DMF. After stirring for 3 h, the mixture was concentrated under reduced pressure to afford 2,2-difluoro-2-(4-fluorophenyl)acetyl chloride. To a solution of 2-aminobenzamide (0.857 g, 6.3 mmol) and TEA (1.04 mL, 0.0075 mol) in DCE (100 mL) at rt was added 2,2-difluoro-2-(4-fluorophenyl)acetyl chloride from above in DCE (100 mL) and ... The reactants are NC1=NNC=C1Cl (3-amino-4-chloropyrazole), CN(C=CC(=O)C=1C=NC=CC1)C (3-dimethylamino-1-(3-pyridyl)-2-propen-1-one). Run in C(C)(=O)O (acetic acid). Yields the product ClC=1C=NN2C1N=CC=C2C=2C=NC=CC2 (3-Chloro-7-(3-pyridyl)pyrazolo[1,5-a]pyrimidine). Reaction SMILES: [NH2:1][C:2]1[C:6]([Cl:7])=[CH:5][NH:4][N:3]=1.CN(C)[CH:10]=[CH:11][C:12]([C:14]1[CH:15]=[N:16][CH:17]=[CH:18][CH:19]=1)=O>C(O)(=O)C>[Cl:7][C:6]1[CH:5]=[N:4][N:3]2[C:12]([C:14]3[CH:15]=[N:16][CH:17]=[CH:18][CH:19]=3)=[CH:11][CH:10]=[N:1][C:2]=12. Procedure: As for Example 2, 3-amino-4-chloropyrazole is heated at reflux temperature for 6 hours with 3-dimethylamino-1-(3-pyridyl)-2-propen-1-one in glacial acetic acid to give the product of the example, m.p. 225°-226° C. RXN SMILES: C[O:2][C:3]([C:5]1[CH:14]=[CH:13][C:12]2[C:7](=[CH:8][CH:9]=[CH:10][CH:11]=2)[C:6]=1[NH:15][CH2:16][CH2:17][CH2:18][C:19]1[CH:24]=[CH:23][CH:22]=[CH:21][CH:20]=1)=[O:4].[OH-].[Na+]>CO.C1COCC1>[C:19]1([CH2:18][CH2:17][CH2:16][NH:15][C:6]2[C:7]3[C:12](=[CH:11][CH:10]=[CH:9][CH:8]=3)[CH:13]=[CH:14][C:5]=2[C:3]([OH:4])=[O:2])[CH:24]=[CH:23][CH:22]=[CH:21][CH:20]=1 |f:1.2|. Starting materials: COC(=O)C1=C(C2=CC=CC=C2C=C1)NCCCC1=CC=CC=C1 (1-(3-phenyl-propylamino)-naphthalene-2-carboxylic acid methyl ester), [OH-].[Na+] (sodium hydroxide). Yields the product C1(=CC=CC=C1)CCCNC1=C(C=CC2=CC=CC=C12)C(=O)O (1-(3-Phenyl-propylamino)-naphthalene-2-carboxylic acid). Procedure details: 48 mg 1-(3-phenyl-propylamino)-naphthalene-2-carboxylic acid methyl ester were reacted with 0.14 ml of 2 M sodium hydroxide in 1 ml methanol and 1 ml of THF at 65° C. for 2 h. The organic solvents were then removed in vacuo, and the residue was taken up in water and ethyl acetate. The pH was brought to 3-4 with 2 M hydrochloric acid. The layers were separated and the aqueous layer was extracted with ethyl acetate twice. The combined organic layers were dried over sodium sulphate, and concentrate... Solvent: CO (methanol), C1CCOC1 (THF). Reactants: OCCN1N=C(C=C1)NC(=NCC(F)(F)F)N (1-(2-hydroxyethyl)-3-[2-(2,2,2-trifluoroethyl)guanidino]pyrazole), C(#N)C1=CC=C(CBr)C=C1 (p-cyanobenzyl bromide). Solvent: CO (MeOH). The product is FC(CN=C(NC1=NN(C=C1)CCOCC1=CC=C(C#N)C=C1)N)(F)F (4-(2-[3-(2-[2,2,2-trifluoroethyl]guanidino)pyrazol-1-yl]ethoxymethyl)benzonitrile). The yield is 19.1%. As a reaction SMILES: [OH:1][CH2:2][CH2:3][N:4]1[CH:8]=[CH:7][C:6]([NH:9][C:10]([NH2:17])=[N:11][CH2:12][C:13]([F:16])([F:15])[F:14])=[N:5]1.[C:18]([C:20]1[CH:27]=[CH:26][C:23]([CH2:24]Br)=[CH:22][CH:21]=1)#[N:19]>CO>[F:15][C:13]([F:14])([F:16])[CH2:12][N:11]=[C:10]([NH2:17])[NH:9][C:6]1[CH:7]=[CH:8][N:4]([CH2:3][CH2:2][O:1][CH2:24][C:23]2[CH:26]=[CH:27][C:20]([C:18]#[N:19])=[CH:21][CH:22]=2)[N:5]=1. Procedure details: A mixture of 1-(2-hydroxyethyl)-3-[2-(2,2,2-trifluoroethyl)guanidino]pyrazole (2.51 g.) and p-cyanobenzyl bromide (1.96 g.) was heated at 140° for 10 minutes. The melt, on cooling, was dissolved in MeOH (5 ml.) and purified by chromatography on silica gel using EtOAc/EtOH/triethylamine 9:1:1 v/v/v as eluant to give 4-(2-[3-(2-[2,2,2-trifluoroethyl]guanidino)pyrazol-1-yl]ethoxymethyl)benzonitrile (700 mg.; 19%). Starting materials: O=Cc1c(Br)cccc1Br, O=C([O-])[O-], O=C1NCCNc2cc(C3CC3)ccc21, [Cs+], [Cs+], C1COCCO1. Product: O=Cc1c(Br)cccc1N1CCNc2cc(C3CC3)ccc2C1=O. As a reaction SMILES: [Br:1][c:2]1[c:3]([CH:4]=[O:5])[c:6]([Br:10])[cH:7][cH:8][cH:9]1.[C:26](=[O:27])([O-:28])[O-:29].[CH:11]1([c:14]2[cH:15][cH:16][c:17]3[c:18]([cH:25]2)[NH:19][CH2:20][CH2:21][NH:22][C:23]3=[O:24])[CH2:12][CH2:13]1.[Cs+:30].[Cs+:31].[O:32]1[CH2:33][CH2:34][O:35][CH2:36][CH2:37]1>>[c:2]1([N:22]2[CH2:21][CH2:20][NH:19][c:18]3[c:17]([cH:16][cH:15][c:14]([CH:11]4[CH2:12][CH2:13]4)[cH:25]3)[C:23]2=[O:24])[c:3]([CH:4]=[O:5])[c:6]([Br:10])[cH:7][cH:8][cH:9]1.